Dataset: the Open Reaction Database (ORD), a public repository of structured organic reaction records. Task: describe an organic reaction: reactants, conditions, products, and yield The reactants are O=S1(=O)c2ccccc2C2(CN1CCCCl)OCCO2, CO, Cl. Yields the product O=C1CN(CCCCl)S(=O)(=O)c2ccccc21. RXN SMILES: [CH2:1]1[O:2][C:4]2([O:3][CH2:20]1)[CH2:5][N:6]([CH2:16][CH2:17][CH2:18][Cl:19])[S:7](=[O:14])(=[O:15])[c:8]1[c:9]2[cH:10][cH:11][cH:12][cH:13]1.[CH3:22][OH:23].[ClH:21]>>[O:3]=[C:4]1[CH2:5][N:6]([CH2:16][CH2:17][CH2:18][Cl:19])[S:7](=[O:14])(=[O:15])[c:8]2[c:9]1[cH:10][cH:11][cH:12][cH:13]2. Starting materials: ClC(C(=O)OC)(C1=CC=C(C=C1)[N+](=O)[O-])Cl (methyl 2,2-dichloro-2-(4-nitrophenyl)acetate), N (ammonia). The solvent is O (water), ClCCl (dichloromethane). Yields the product ClC(C(=O)N)(C1=CC=C(C=C1)[N+](=O)[O-])Cl (2,2-dichloro-2-(4-nitrophenyl)acetamide). Isolated yield 63.0%. RXN SMILES: [Cl:1][C:2]([Cl:16])([C:7]1[CH:12]=[CH:11][C:10]([N+:13]([O-:15])=[O:14])=[CH:9][CH:8]=1)[C:3](OC)=[O:4].[NH3:17]>ClCCl.O>[Cl:1][C:2]([Cl:16])([C:7]1[CH:12]=[CH:11][C:10]([N+:13]([O-:15])=[O:14])=[CH:9][CH:8]=1)[C:3]([NH2:17])=[O:4]. Procedure: A solution of methyl 2,2-dichloro-2-(4-nitrophenyl)acetate (1.36 parts) in dichloromethane (13.6 parts) was stirred with concentrated ammonia solution (10 parts) at 25° C. for 24 hours before diluting the reaction mixture with water (50 parts) and extracting with dichloromethane. The dichloromethane extracts were washed with water and evaporated to give 2,2-dichloro-2-(4-nitrophenyl)acetamide (0.86 parts, 63,4%) (1Hnmr in D6 dimethylsulphoxide 87.95 medium (2H), 88,23 broad (2H), δ8.35 medium (2... The reactants are N1(C=NC=C1)C=1C=C2C=NC(=NC2=CC1)C1=CC=CC=C1 (6-(1H-Imidazol-1-yl)-2-phenylquinazoline), C(C(=O)O)(=O)O (oxalic acid). The solvent is CCO (EtOH). Run at time 30 minute. The product is C(C(=O)O)(=O)O.N1(C=NC=C1)C=1C=C2C=NC(=NC2=CC1)C1=CC=CC=C1 (6-(1H-imidazol-1-yl)-2-phenylquinazoline oxalate). RXN SMILES: [N:1]1([C:6]2[CH:7]=[C:8]3[C:13](=[CH:14][CH:15]=2)[N:12]=[C:11]([C:16]2[CH:21]=[CH:20][CH:19]=[CH:18][CH:17]=2)[N:10]=[CH:9]3)[CH:5]=[CH:4][N:3]=[CH:2]1.[C:22]([OH:27])(=[O:26])[C:23]([OH:25])=[O:24]>CCO>[C:22]([OH:27])(=[O:26])[C:23]([OH:25])=[O:24].[N:1]1([C:6]2[CH:7]=[C:8]3[C:13](=[CH:14][CH:15]=2)[N:12]=[C:11]([C:16]2[CH:21]=[CH:20][CH:19]=[CH:18][CH:17]=2)[N:10]=[CH:9]3)[CH:5]=[CH:4][N:3]=[CH:2]1 |f:3.4|. Procedure details: 6-(1H-Imidazol-1-yl)-2-phenylquinazoline, 275 mg (1 mmol), is dissolved in EtOH (15 mL) at reflux, 90 mg (1 mmol) of oxalic acid are added, the mixture is stirred for 30 min. and is then allowed to cool to room temperature and is left to stand for 3 days while allowing the solution to evaporate slowly, and the resulting material is filtered and dried at 30° C., 20 mmHg, for 8 hours. 180 mg of product are obtained, XRPD: Form A. TGA: no weight loss up to 230° C. H-NMR (d6-DMSO) δ: 9.73 (s, 1H), 8... The reactants are COC(=O)c1cc(Cl)cc2c1NC(c1cccc(-c3ccc(C(C)C)cc3)c1)C(C)(C)C2, CO, Cl, [Na+], C1CCOC1, [OH-], O. Product: CC(C)c1ccc(-c2cccc(C3Nc4c(cc(Cl)cc4C(=O)O)CC3(C)C)c2)cc1. RXN SMILES: [CH3:1][O:2][C:3](=[O:4])[c:5]1[cH:6][c:7]([Cl:32])[cH:8][c:9]2[c:14]1[NH:13][CH:12]([c:15]1[cH:16][c:17](-[c:21]3[cH:22][cH:23][c:24]([CH:27]([CH3:28])[CH3:29])[cH:25][cH:26]3)[cH:18][cH:19][cH:20]1)[C:11]([CH3:30])([CH3:31])[CH2:10]2.[CH3:36][OH:37].[ClH:35].[Na+:34].[O:38]1[CH2:39][CH2:40][CH2:41][CH2:42]1.[OH-:33].[OH2:43]>>[O:2]=[C:3]([OH:4])[c:5]1[cH:6][c:7]([Cl:32])[cH:8][c:9]2[c:14]1[NH:13][CH:12]([c:15]1[cH:16][c:17](-[c:21]3[cH:22][cH:23][c:24]([CH:27]([CH3:28])[CH3:29])[cH:25][cH:26]3)[cH:18][cH:19][cH:20]1)[C:11]([CH3:30])([CH3:31])[CH2:10]2. Reactants: CCO, COc1ccc(Cc2cnc(SC)[nH]c2=O)cc1, CCCN(CCCN)c1ccccn1, O. Yields the product CCCN(CCCNc1ncc(Cc2ccc(OC)cc2)c(=O)[nH]1)c1ccccn1. RXN SMILES: [CH2:34]([OH:35])[CH3:36].[CH3:15][S:16][c:17]1[n:18][cH:19][c:20]([CH2:24][c:25]2[cH:26][cH:27][c:28]([O:31][CH3:32])[cH:29][cH:30]2)[c:21](=[O:23])[nH:22]1.[NH2:1][CH2:2][CH2:3][CH2:4][N:5]([CH2:6][CH2:7][CH3:8])[c:9]1[n:10][cH:11][cH:12][cH:13][cH:14]1.[OH2:33]>>[NH:1]([CH2:2][CH2:3][CH2:4][N:5]([CH2:6][CH2:7][CH3:8])[c:9]1[n:10][cH:11][cH:12][cH:13][cH:14]1)[c:17]1[n:18][cH:19][c:20]([CH2:24][c:25]2[cH:26][cH:27][c:28]([O:31][CH3:32])[cH:29][cH:30]2)[c:21](=[O:23])[nH:22]1. Reactants: CN(C)C=O, CC1(C)Cc2cc(O)c3c(c2C(c2cccc(-c4ccncc4)c2)=N1)CC(C)(C)O3, [H-], CCCI, [Na+], O. The product is CCCOc1cc2c(c3c1OC(C)(C)C3)C(c1cccc(-c3ccncc3)c1)=NC(C)(C)C2. As a reaction SMILES: [CH3:38][N:39]([CH3:40])[CH:41]=[O:42].[CH3:3][C:4]1([CH3:32])[N:5]=[C:6]([c:20]2[cH:21][c:22](-[c:26]3[cH:27][cH:28][n:29][cH:30][cH:31]3)[cH:23][cH:24][cH:25]2)[c:7]2[c:8]3[c:9]([c:10]([OH:14])[cH:11][c:12]2[CH2:13]1)[O:15][C:16]([CH3:18])([CH3:19])[CH2:17]3.[H-:1].[I:33][CH2:34][CH2:35][CH3:36].[Na+:2].[OH2:37]>>[CH3:3][C:4]1([CH3:32])[N:5]=[C:6]([c:20]2[cH:21][c:22](-[c:26]3[cH:27][cH:28][n:29][cH:30][cH:31]3)[cH:23][cH:24][cH:25]2)[c:7]2[c:8]3[c:9]([c:10]([O:14][CH2:34][CH2:35][CH3:36])[cH:11][c:12]2[CH2:13]1)[O:15][C:16]([CH3:18])([CH3:19])[CH2:17]3.